Dataset: the Open Reaction Database (ORD), a public repository of structured organic reaction records. Task: describe an organic reaction: reactants, conditions, products, and yield The reactants are CC(=O)O, C1CCNC1, O=C1CCc2ccc([N+](=O)[O-])cc2CC1. Yields the product O=[N+]([O-])c1ccc2c(c1)CCC(N1CCCC1)CC2. RXN SMILES: [C:21]([OH:22])(=[O:23])[CH3:24].[CH2:1]1[CH2:2][CH2:3][NH:4][CH2:5]1.[N+:6](=[O:7])([O-:8])[c:9]1[cH:10][cH:11][c:12]2[c:13]([cH:20]1)[CH2:14][CH2:15][C:16](=[O:19])[CH2:17][CH2:18]2>>[CH2:1]1[CH2:2][CH2:3][N:4]([CH:16]2[CH2:15][CH2:14][c:13]3[c:12]([cH:11][cH:10][c:9]([N+:6](=[O:7])[O-:8])[cH:20]3)[CH2:18][CH2:17]2)[CH2:5]1. Starting materials: CC1=CC=C(C=C1)C1=NC=CC2=C(C=CC=C12)CCl (1-(4-methylphenyl)-5-chloromethylisoquinoline), [C-]#N.[Na+] (Sodium cyanide), O (water). The solvent is CS(=O)C (dimethylsulfoxide). Reaction conditions: time 1 hour. The product is CC1=CC=C(C=C1)C1=NC=CC=2C(=CC=CC12)CC#N (1-(4-methylphenyl)isoquinoline-5-acetonitrile). The yield is 84.4%. RXN SMILES: [C-:1]#[N:2].[Na+].[CH3:4][C:5]1[CH:10]=[CH:9][C:8]([C:11]2[C:20]3[C:15](=[C:16]([CH2:21]Cl)[CH:17]=[CH:18][CH:19]=3)[CH:14]=[CH:13][N:12]=2)=[CH:7][CH:6]=1.O>CS(C)=O>[CH3:4][C:5]1[CH:10]=[CH:9][C:8]([C:11]2[C:20]3[CH:19]=[CH:18][CH:17]=[C:16]([CH2:21][C:1]#[N:2])[C:15]=3[CH:14]=[CH:13][N:12]=2)=[CH:7][CH:6]=1 |f:0.1|. Procedure details: Sodium cyanide (1.89 g) was dissolved in 100 ml of dimethylsulfoxide, and 8.6 g of 1-(4-methylphenyl)-5-chloromethylisoquinoline was added. At room temperature, the mixture was stirred for 1 hour. After the reaction, the reaction mixture was poured into water, extracted with ether, washed in water, and dried. The solvent was distilled off. The residue was recrystallized from ether to afford 7 g of 1-(4-methylphenyl)isoquinoline-5-acetonitrile as prisms having a melting point of 101.7° to 102.1° ... The reactants are C1(=CC=CC=C1)P(C1=CC=CC=C1)C1=CC=CC=C1 (triphenylphosphine), CC1(OB(OC1(C)C)C1=CCN(CC1)C(=O)OC(C)(C)C)C (Tert-butyl 4-(4,4,5,5-tetramethyl-1,3,2-dioxaborolan-2-yl)-5,6-dihydropyridine-1(2H)-carboxylate), BrC1=CC=CC=2OCOC21 (4-bromobenzo[d][1,3]dioxole), C(=O)([O-])[O-].[Na+].[Na+] (Na2CO3). Run in COCCOC (1,2-Dimethoxyethane), O (water). Conditions: temperature 85 celsius. Yield: 80.9%. The reagents and catalysts are C(C)(=O)[O-].[Pd+2].C(C)(=O)[O-] (palladium (II) acetate). Procedure: Tert-butyl 4-(4,4,5,5-tetramethyl-1,3,2-dioxaborolan-2-yl)-5,6-dihydropyridine-1(2H)-carboxylate (1.62 g, 5.22 mmol) was added to a solution of 4-bromobenzo[d][1,3]dioxole (1 g, 4.97 mmol) in 1,2-Dimethoxyethane (45.0 ml) and Na2CO3 2M (8.28 ml, 16.6 mmol). The resulting suspension was degassed using a stream of argon in an ultrasonic bath during 5 min. Then triphenylphosphine (261 mg, 995 μmol) and palladium (II) acetate (112 mg, 497 μmol) was added and the reaction mixture was stirred over nig... The product is C(C)(C)(C)OC(=O)N1CCC(=CC1)C1=CC=CC=2OCOC21 (4-Benzo[1,3]dioxol-4-yl-3,6-dihydro-2H-pyridine-1-carboxylic acid tert-butyl ester). Reaction SMILES: CC1(C)C(C)(C)OB([C:9]2[CH2:14][CH2:13][N:12]([C:15]([O:17][C:18]([CH3:21])([CH3:20])[CH3:19])=[O:16])[CH2:11][CH:10]=2)O1.Br[C:24]1[C:32]2[O:31][CH2:30][O:29][C:28]=2[CH:27]=[CH:26][CH:25]=1.C([O-])([O-])=O.[Na+].[Na+].C1(P(C2C=CC=CC=2)C2C=CC=CC=2)C=CC=CC=1>COCCOC.O.C([O-])(=O)C.[Pd+2].C([O-])(=O)C>[C:18]([O:17][C:15]([N:12]1[CH2:11][CH:10]=[C:9]([C:24]2[C:32]3[O:31][CH2:30][O:29][C:28]=3[CH:27]=[CH:26][CH:25]=2)[CH2:14][CH2:13]1)=[O:16])([CH3:19])([CH3:20])[CH3:21] |f:2.3.4,8.9.10|. The reactants are C(C)(C)N(CC)CC (iPrNEt2), C1COC(=O)N1P(=O)(N2CCOC2=O)Cl (BOP-Cl), C(C)(C)(C)OC(=O)N1CCC(CC1)=C(C=1OC(=NN1)C)C1=CC=CC=C1 (4-[1-phenyl-1-(5-methyl-1,3,4-oxadiazol-2-yl)methylene]piperidine-1-carboxylic acid tert-butyl ester), C(=O)(C(F)(F)F)O (TFA), Cl.COC1=C2C(=CNC2=C(N=C1)N1N=NC(=C1)C)C(C(=O)O)=O (4-methoxy-7-(4-methyl-1,2,3-triazol-1-yl)-6-azaindol-3-yl-oxoacetic acid hydrochloride salt). Run in C(Cl)Cl (CH2Cl2). Reaction conditions: time 30 minute. Product: C1(=CC=CC=C1)C(C=1OC(=NN1)C)=C1CCN(CC1)C(C(=O)C1=CNC2=C(N=CC(=C12)OC)N1N=NC(=C1)C)=O (1-[4-(1-Phenyl-1-(5-methyl-1,3,4-oxadiazol-2-yl)-methylene)-piperidin-1-yl]-2-(4-methoxy-7-(4-methyl-1,2,3-triazol-1-yl)-6-azaindol-3-yl)-ethane-1,2-dione). Yield: 38.5%. Reaction SMILES: C(O[C:6]([N:8]1[CH2:13][CH2:12][C:11](=[C:14]([C:21]2[CH:26]=[CH:25][CH:24]=[CH:23][CH:22]=2)[C:15]2[O:16][C:17]([CH3:20])=[N:18][N:19]=2)[CH2:10][CH2:9]1)=[O:7])(C)(C)C.C(O)(C(F)(F)F)=O.Cl.[CH3:35][O:36][C:37]1[CH:45]=[N:44][C:43]([N:46]2[CH:50]=[C:49]([CH3:51])[N:48]=[N:47]2)=[C:42]2[C:38]=1[C:39]([C:52](=[O:56])C(O)=O)=[CH:40][NH:41]2.C(N(CC)CC)(C)C.C1N(P(Cl)(N2C(=O)OCC2)=O)C(=O)OC1>C(Cl)Cl>[C:21]1([C:14](=[C:11]2[CH2:12][CH2:13][N:8]([C:6](=[O:7])[C:52]([C:39]3[C:38]4[C:42](=[C:43]([N:46]5[CH:50]=[C:49]([CH3:51])[N:48]=[N:47]5)[N:44]=[CH:45][C:37]=4[O:36][CH3:35])[NH:41][CH:40]=3)=[O:56])[CH2:9][CH2:10]2)[C:15]2[O:16][C:17]([CH3:20])=[N:18][N:19]=2)[CH:26]=[CH:25][CH:24]=[CH:23][CH:22]=1 |f:2.3|. Reported procedure: To a solution of 4-[1-phenyl-1-(5-methyl-1,3,4-oxadiazol-2-yl)methylene]piperidine-1-carboxylic acid tert-butyl ester (0.0300 g, 0.084 mmol) in CH2Cl2 (1 mL) was added TFA (0.4 mL) and the reaction mixture was stirred at rt for 30 min. The solvent was subsequently removed in vacuo and the material was dissolved in CHCl3 (3 mL). To this solution was then added 4-methoxy-7-(4-methyl-1,2,3-triazol-1-yl)-6-azaindol-3-yl-oxoacetic acid hydrochloride salt (0.0250 g, 0.084 mmol) and iPrNEt2 (0.059 mL, ... The reactants are [Bi] (bismuth), graphite, C(C)C(C(=O)O)CCCC (2-ethylhexanoic acid), C(C)C(C(=O)O)CCCC (2-ethylhexanoic acid), C(C)C(C(=O)[O-])CCCC.[NH4+] (ammonium 2-ethylhexanoate). Run in CO (methanol). Product: C(C)C(C(=O)[O-])CCCC.[Bi+3].C(C)C(C(=O)[O-])CCCC.C(C)C(C(=O)[O-])CCCC (BISMUTH 2-ETHYLHEXANOATE). Reaction SMILES: [Bi:1].[CH2:2]([CH:4]([CH2:8][CH2:9][CH2:10][CH3:11])[C:5]([OH:7])=[O:6])[CH3:3].[CH2:12]([CH:14]([CH2:18][CH2:19][CH2:20][CH3:21])[C:15]([O-:17])=[O:16])[CH3:13].[NH4+]>CO>[CH2:2]([CH:4]([CH2:8][CH2:9][CH2:10][CH3:11])[C:5]([O-:7])=[O:6])[CH3:3].[Bi+3:1].[CH2:12]([CH:14]([CH2:18][CH2:19][CH2:20][CH3:21])[C:15]([O-:17])=[O:16])[CH3:13].[CH2:2]([CH:4]([CH2:8][CH2:9][CH2:10][CH3:11])[C:5]([O-:7])=[O:6])[CH3:3] |f:2.3,5.6.7.8|. Procedure details: The electrolyzer of FIG. 1 was used to assist the reaction. The anolyte contained a solution formed from 10 ml of 2-ethylhexanoic acid, 1.6 g of ammonium 2-ethylhexanoate, and 90 ml of methanol. The anode was a bismuth plate having a surface area of 10 cm2. The catholyte solution contained 3 ml of 2-ethylhexanoic acid, 0.5 g of ammonium 2-ethylhexanoate, and 27 ml of methanol. A graphite cathode having a surface area of 10 cm2 was utilized. Electrolysis was conducted using a current of 0.100 amp... Starting materials: N1(CCOCC1)C1=CC(NC(=N1)CC(N1CCC2=C(C=CC=C12)C(F)(F)F)=O)=O (6-(morpholin-4-yl)-2-{2-oxo-2-[4-(trifluoromethyl)-2,3-dihydro-1H-indol-1-yl]ethyl}pyrimidin-4(3H)-one), Cl.CN(CCCN=C=NCC)C (N-[3-(dimethylamino)propyl]-N′-ethylcarbodiimide hydrochloride), CN1C(=NC(=CC1=O)N1CCOCC1)CC(=O)[O-].[Na+] (sodium [1-methyl-4-(morpholin-4-yl)-6-oxo-1,6-dihydropyrimidin-2-yl]acetate), N1=CC=CC=C1 (pyridine), O (water). Solvent: CN(C=O)C (N,N-dimethylformamide). Reaction conditions: time 16 hour. Yields the product FC(OC1=C2CCN(C2=CC=C1)C(CC1=NC(=CC(N1C)=O)N1CCOCC1)=O)F (2-[2-(4-difluoromethoxy-2,3-dihydroindol-1-yl)-2-oxoethyl]-3-methyl-6-morpholin-4-yl-3H-pyrimidin-4-one). As a reaction SMILES: N1(C2N=C(CC(=O)N3C4C(=C([C:24]([F:27])(F)[F:25])C=CC=4)CC3)NC(=O)C=2)CCOCC1.Cl.CN(C)[CH2:33][CH2:34][CH2:35][N:36]=[C:37]=NCC.[CH3:42][N:43]1[C:48](=[O:49])[CH:47]=[C:46]([N:50]2[CH2:55][CH2:54][O:53][CH2:52][CH2:51]2)[N:45]=[C:44]1[CH2:56][C:57]([O-:59])=O.[Na+].[OH2:61].N1C=[CH:66][CH:65]=[CH:64][CH:63]=1>CN(C)C=O>[F:25][CH:24]([F:27])[O:61][C:65]1[CH:66]=[CH:33][CH:34]=[C:35]2[C:64]=1[CH2:63][CH2:37][N:36]2[C:57](=[O:59])[CH2:56][C:44]1[N:43]([CH3:42])[C:48](=[O:49])[CH:47]=[C:46]([N:50]2[CH2:51][CH2:52][O:53][CH2:54][CH2:55]2)[N:45]=1 |f:1.2,3.4|. Procedure details: 220 mg of 4-difluoromethoxy-2,3-dihydro-1H-indole (reference example 5d) and 364 mg of N-[3-(dimethylamino)propyl]-N′-ethylcarbodiimide hydrochloride are added to a solution of 237 mg of sodium [1-methyl-4-(morpholin-4-yl)-6-oxo-1,6-dihydropyrimidin-2-yl]acetate (obtained in step 2d of example 4d) in 7 ml of N,N-dimethylformamide and 7 ml of pyridine. The reaction mixture is stirred at ambient temperature for 16 hours, and then 20 ml of water are added and the mixture is extracted with ethyl ace... Reported procedure: Methyl 3-(3,4,5,6-tetramethoxy-2-methylbenzyl)-2-(3-pyridyl)benzoate (231 mg, 0.5286 mmol) was dissolved in a mixed solution of a 1N aqueous solution of sodium hydroxide (10 ml) and 1,4-dioxane (10 ml) followed by stirring at room temperature for 16 hours. The reaction solution was diluted with water (200 ml), washed with ether, acidified with concentrated hydrochloric acid and extracted with ether. The extract was washed with water and dried and the solvent was evaporated therefrom to give the ... Isolated yield 76.0%. The product is COC=1C(=C(CC=2C(=C(C(=O)O)C=CC2)C=2C=NC=CC2)C(=C(C1OC)OC)OC)C (3-(3,4,5,6-Tetramethoxy-2-methylbenzyl)-2-(3-pyridyl)benzoic acid). Reactants: COC=1C(=C(CC=2C(=C(C(=O)OC)C=CC2)C=2C=NC=CC2)C(=C(C1OC)OC)OC)C (Methyl 3-(3,4,5,6-tetramethoxy-2-methylbenzyl)-2-(3-pyridyl)benzoate). Conditions: time 16 hour. The solvent is aqueous solution, [OH-].[Na+] (sodium hydroxide), O1CCOCC1 (1,4-dioxane), O (water). As a reaction SMILES: [CH3:1][O:2][C:3]1[C:4]([CH3:32])=[C:5]([C:23]([O:30][CH3:31])=[C:24]([O:28][CH3:29])[C:25]=1[O:26][CH3:27])[CH2:6][C:7]1[C:8]([C:17]2[CH:18]=[N:19][CH:20]=[CH:21][CH:22]=2)=[C:9]([CH:14]=[CH:15][CH:16]=1)[C:10]([O:12]C)=[O:11]>[OH-].[Na+].O1CCOCC1.O>[CH3:1][O:2][C:3]1[C:4]([CH3:32])=[C:5]([C:23]([O:30][CH3:31])=[C:24]([O:28][CH3:29])[C:25]=1[O:26][CH3:27])[CH2:6][C:7]1[C:8]([C:17]2[CH:18]=[N:19][CH:20]=[CH:21][CH:22]=2)=[C:9]([CH:14]=[CH:15][CH:16]=1)[C:10]([OH:12])=[O:11] |f:1.2|.